Dataset: the Open Reaction Database (ORD), a public repository of structured organic reaction records. Task: describe an organic reaction: reactants, conditions, products, and yield Reactants: [N+](=O)([O-])C=1C=C(C=CC1Cl)/C=C(/C#N)\C1=CC(=C(C(=C1)OC)OC)OC ((E)-3-(3-nitro-4-chlorophenyl)-2-(3,4,5-trimethoxyphenyl)-prop-2-ene-nitrile). Reagents/catalysts: [Zn] (zinc). The solvent is C(C)(=O)O (acetic acid). Reaction conditions: time 1 hour. Product: NC=1C=C(C=CC1Cl)/C=C(/C#N)\C1=CC(=C(C(=C1)OC)OC)OC ((E)-3-(3-amino-4-chlorophenyl)-2-(3,4,5-trimethoxyphenyl)-prop-2-ene-nitrile). The yield is 33.6%. Reaction SMILES: [N+:1]([C:4]1[CH:5]=[C:6](/[CH:11]=[C:12](\[C:15]2[CH:20]=[C:19]([O:21][CH3:22])[C:18]([O:23][CH3:24])=[C:17]([O:25][CH3:26])[CH:16]=2)/[C:13]#[N:14])[CH:7]=[CH:8][C:9]=1[Cl:10])([O-])=O>C(O)(=O)C.[Zn]>[NH2:1][C:4]1[CH:5]=[C:6](/[CH:11]=[C:12](\[C:15]2[CH:20]=[C:19]([O:21][CH3:22])[C:18]([O:23][CH3:24])=[C:17]([O:25][CH3:26])[CH:16]=2)/[C:13]#[N:14])[CH:7]=[CH:8][C:9]=1[Cl:10]. Reported procedure: (E)-3-(3-nitro-4-chlorophenyl)-2-(3,4,5-trimethoxyphenyl)-prop-2-ene-nitrile 330 mg was dissolved in 8 ml of acetic acid then zinc was added to the mixture. The mixture was stirred vigorously for one hour then filtered and concentrated. The residue was purified on a silica gel plate (dichloromethane) to give 102 mg of desired product (yield 33%). Reactants: C1(=CC=CC=C1)C1=NC(=NC=C1C(=O)OCC)NCC=1SC=CC1 (Ethyl 4-phenyl-2-[(thiophen-2-ylmethyl)amino]pyrimidine-5-carboxylate), [OH-].[K+] (potassium hydroxide). Solvent: C(C)O (ethanol), O (water). The product is C1(=CC=CC=C1)C1=NC(=NC=C1C(=O)O)NCC=1SC=CC1 (4-Phenyl-2-[(thiophen-2-ylmethyl)amino]pyrimidine-5-carboxylic acid). The yield is 97.6%. Reaction SMILES: [C:1]1([C:7]2[C:12]([C:13]([O:15]CC)=[O:14])=[CH:11][N:10]=[C:9]([NH:18][CH2:19][C:20]3[S:21][CH:22]=[CH:23][CH:24]=3)[N:8]=2)[CH:6]=[CH:5][CH:4]=[CH:3][CH:2]=1.[OH-].[K+]>C(O)C.O>[C:1]1([C:7]2[C:12]([C:13]([OH:15])=[O:14])=[CH:11][N:10]=[C:9]([NH:18][CH2:19][C:20]3[S:21][CH:22]=[CH:23][CH:24]=3)[N:8]=2)[CH:2]=[CH:3][CH:4]=[CH:5][CH:6]=1 |f:1.2|. Reported procedure: Ethyl 4-phenyl-2-[(thiophen-2-ylmethyl)amino]pyrimidine-5-carboxylate (1.70 g, 5 mmol) was dissolved in ethanol (10 ml). To the solution potassium hydroxide (0.56 g, 10 mmol) dissolved in 10 ml of water was added and the mixture was refluxed for 3 hours. The solvent was distilled off in vacuum, the residue was dissolved in water (35 ml), acidified to pH=3 with 10% hydrochloric acid. The precipitated white crystals were filtered off, washed with water (2×20 ml) and dried. 1.52 g (92%) of the titl... The reactants are Cl.O1C(COC2=C1C=CC=C2)CN (2,3-dihydro-1,4-benzodioxin-2methanamine hydrochloride), N1C=C(C2=CC=CC=C12)CCCC(=O)O (3-Indolebutyric acid), O.ON1N=NC2=C1C=CC=C2 (1-hydroxybenzotriazole hydrate), C(C)(C)N=C=NC(C)C (1,3-diisopropylcarbodiimide). Solvent: CN(C)C=O (DMF), CN(C)C=O (DMF). Run at time 2 hour. The product is O1C(COC2=C1C=CC=C2)CNCCCCC2=CNC1=CC=CC=C21 ((2,3-Dihydro-benzo[1,4]dioxin-2-ylmethyl)-[4-(1H-indol-3-yl)-butyl]-amine). The yield is 59.4%. RXN SMILES: [NH:1]1[C:9]2[C:4](=[CH:5][CH:6]=[CH:7][CH:8]=2)[C:3]([CH2:10][CH2:11][CH2:12][C:13](O)=O)=[CH:2]1.O.ON1C2C=CC=CC=2N=N1.C(N=C=NC(C)C)(C)C.Cl.[O:37]1[C:42]2[CH:43]=[CH:44][CH:45]=[CH:46][C:41]=2[O:40][CH2:39][CH:38]1[CH2:47][NH2:48]>CN(C=O)C>[O:37]1[C:42]2[CH:43]=[CH:44][CH:45]=[CH:46][C:41]=2[O:40][CH2:39][CH:38]1[CH2:47][NH:48][CH2:13][CH2:12][CH2:11][CH2:10][C:3]1[C:4]2[C:9](=[CH:8][CH:7]=[CH:6][CH:5]=2)[NH:1][CH:2]=1 |f:1.2,4.5|. Reported procedure: 3-Indolebutyric acid (1.2 g, 6.0 mmole), 1-hydroxybenzotriazole hydrate (0.97 g, 7.2 mmole) and 1,3-diisopropylcarbodiimide (2.3 ml, 14.4 mmole) were combined in 100 ml of DMF and stirred at room temperature for 2 hours under a nitrogen atmosphere. To this was added dropwise 2,3-dihydro-1,4-benzodioxin-2methanamine hydrochloride (1.2 g, 6.0 mmole) in 50 ml of DMF and the mixture was further stirred for 24 hours. The solvent was removed and the residue partitioned between dichloromethane and wate... Starting materials: N1(CCNCC1)C(=O)OCC1=CC=CC=C1 (benzyl piperazine-1-carboxylate), C(C)#N (acetonitrile), FC=1C=C(C=C(C1)F)C(C(C(=O)C=1C=C(C=CC1)S(=O)(=O)NC(=N)N1N=C(C=C1C)C)=C1NC2=C(N1)C=CC=C2)=O (N-({3-[3-(3,5-difluorophenyl)-2-(1,3-dihydro-2H-benzimidazol-2-ylidene)-3-oxopropanoyl]phenyl}sulfonyl)-3,5-dimethyl-1H-pyrazole-1-carboximidamide). Run in C(C)(=O)OCC (ethyl acetate). The product is FC=1C=C(C=C(C1)F)C(C(C(=O)C=1C=C(C=CC1)S(=O)(=O)NC(N1CCN(CC1)C(=O)OCC1=CC=CC=C1)=N)=C1NC2=C(N1)C=CC=C2)=O (benzyl 4-[[({3-[3-(3,5-difluorophenyl)-2-(1,3-dihydro-2H-benzimidazol-2-ylidene)-3-oxopropanoyl]phenyl}sulfonyl)amino](imino)methyl]piperazine-1-carboxylate). Yield: 30.5%. Reaction SMILES: [N:1]1([C:7]([O:9][CH2:10][C:11]2[CH:16]=[CH:15][CH:14]=[CH:13][CH:12]=2)=[O:8])[CH2:6][CH2:5][NH:4][CH2:3][CH2:2]1.C(#N)C.[F:20][C:21]1[CH:22]=[C:23]([C:28](=[O:60])[C:29](=[C:51]2[NH:55][C:54]3[CH:56]=[CH:57][CH:58]=[CH:59][C:53]=3[NH:52]2)[C:30]([C:32]2[CH:33]=[C:34]([S:38]([NH:41][C:42](N3C(C)=CC(C)=N3)=[NH:43])(=[O:40])=[O:39])[CH:35]=[CH:36][CH:37]=2)=[O:31])[CH:24]=[C:25]([F:27])[CH:26]=1>C(OCC)(=O)C>[F:27][C:25]1[CH:24]=[C:23]([C:28](=[O:60])[C:29](=[C:51]2[NH:52][C:53]3[CH:59]=[CH:58][CH:57]=[CH:56][C:54]=3[NH:55]2)[C:30]([C:32]2[CH:33]=[C:34]([S:38]([NH:41][C:42](=[NH:43])[N:4]3[CH2:5][CH2:6][N:1]([C:7]([O:9][CH2:10][C:11]4[CH:16]=[CH:15][CH:14]=[CH:13][CH:12]=4)=[O:8])[CH2:2][CH2:3]3)(=[O:39])=[O:40])[CH:35]=[CH:36][CH:37]=2)=[O:31])[CH:22]=[C:21]([F:20])[CH:26]=1. Procedure details: At 0° C., benzyl piperazine-1-carboxylate (1.37 g) was added to an acetonitrile (5 mL) solution of N-({3-[3-(3,5-difluorophenyl)-2-(1,3-dihydro-2H-benzimidazol-2-ylidene)-3-oxopropanoyl]phenyl}sulfonyl)-3,5-dimethyl-1H-pyrazole-1-carboximidamide (205 mg), and heated under reflux for 3 days. After cooling, ethyl acetate was added, then washed with aqueous saturated ammonium chloride solution, water and saturated brine in that order, and dried over anhydrous magnesium sulfate. The solvent was evap...